Dataset: the Open Reaction Database (ORD), a public repository of structured organic reaction records. Task: describe an organic reaction: reactants, conditions, products, and yield Yields the product C(C)OC(C(C)(C)OC=1C=C2C(=C(N(C2=CC1)CC)C)C1=CC=NC=C1)=O (2-[1-Ethyl-2-methyl-3-(4-pyridyl)-1H-indole-5-yloxy]-2-methyl-propanoic acid ethylester). Starting materials: C(C)N1C(=C(C2=CC(=CC=C12)O)C1=CC=NC=C1)C (1-ethyl-2-methyl-3-(4-pyridyl)-1H-indole-5-ol), C(C)OC(C(C)(C)Br)=O (2-bromo-2-methylpropanoic acid ethylester). As a reaction SMILES: [CH2:1]([N:3]1[C:11]2[C:6](=[CH:7][C:8]([OH:12])=[CH:9][CH:10]=2)[C:5]([C:13]2[CH:18]=[CH:17][N:16]=[CH:15][CH:14]=2)=[C:4]1[CH3:19])[CH3:2].[CH2:20]([O:22][C:23](=[O:28])[C:24](Br)([CH3:26])[CH3:25])[CH3:21]>>[CH2:20]([O:22][C:23](=[O:28])[C:24]([O:12][C:8]1[CH:7]=[C:6]2[C:11](=[CH:10][CH:9]=1)[N:3]([CH2:1][CH3:2])[C:4]([CH3:19])=[C:5]2[C:13]1[CH:18]=[CH:17][N:16]=[CH:15][CH:14]=1)([CH3:26])[CH3:25])[CH3:21]. Reported procedure: The above compound was prepared from 1-ethyl-2-methyl-3-(4-pyridyl)-1H-indole-5-ol and 2-bromo-2-methylpropanoic acid ethylester using a procedure analogous to that of Example 10.